Task: describe an organic reaction: reactants, conditions, products, and yield. Dataset: the Open Reaction Database (ORD), a public repository of structured organic reaction records The reactants are NCC1=CC=NC=C1 (4-(aminomethyl)pyridine), N1=CC=CC=C1 (pyridine), [N+](=O)([O-])C1=CC=C(C(=O)Cl)C=C1 (4-nitrobenzoyl chloride). Run in ClCCl (dichloromethane). Reaction conditions: time 5 minute. Product: [N+](=O)([O-])C1=CC=C(C(=O)NCC2=CC=NC=C2)C=C1 (4-nitro-N-(pyridin-4-ylmethyl)benzamide). As a reaction SMILES: [NH2:1][CH2:2][C:3]1[CH:8]=[CH:7][N:6]=[CH:5][CH:4]=1.N1C=CC=CC=1.[N+:15]([C:18]1[CH:26]=[CH:25][C:21]([C:22](Cl)=[O:23])=[CH:20][CH:19]=1)([O-:17])=[O:16]>ClCCl>[N+:15]([C:18]1[CH:19]=[CH:20][C:21]([C:22]([NH:1][CH2:2][C:3]2[CH:8]=[CH:7][N:6]=[CH:5][CH:4]=2)=[O:23])=[CH:25][CH:26]=1)([O-:17])=[O:16]. Reported procedure: to a solution of 4-(aminomethyl)pyridine (12.9 ml, 127 mmol) and pyridine (51.4 ml, 636 mmol) in 150 mL dichloromethane cooled by an ice bath was added 4-nitrobenzoyl chloride (24.8 g, 133 mmol) all at once, generating a dark red reaction solution. LC-MS at 5 minutes indicated reaction complete and the desired product predominated. The reaction was stirred at room temperature overnight then the solid collected by filtration. LC-MS indicated that the filtrate was desired product. The solid was wa... Reactants: solution, S(=O)([O-])[O-].[Na+].[Na+] (sodium sulfite), C(C)(=O)OCC (ethyl acetate), C(CCC)C(C1=CC=C(C=C1)F)(CCCC)Br (dibutyl 4-fluorobenzyl bromide), C1=CC(=CC(=C1)Cl)C(=O)OO (mCPBA). Solvent: C(Cl)Cl (CH2Cl2). Conditions: time 10 minute. Product: S(=O)(=O)=C(C1=CC=C(C=C1)F)Br (sulfonyl 4-fluorobenzyl bromide). The yield is 98.0%. RXN SMILES: C([C:5]([Br:17])(CCCC)[C:6]1[CH:11]=[CH:10][C:9]([F:12])=[CH:8][CH:7]=1)CCC.C1C=C(Cl)C=C(C(OO)=O)C=1.[S:29]([O-])([O-:31])=[O:30].[Na+].[Na+].C(OCC)(=O)C>C(Cl)Cl>[S:29](=[C:5]([Br:17])[C:6]1[CH:11]=[CH:10][C:9]([F:12])=[CH:8][CH:7]=1)(=[O:31])=[O:30] |f:2.3.4|. Procedure details: To a solution of 8.5 g (25 mmol) of sulfide obtained from Step 3 in 200 mL of CH2Cl2 at 0° C. was added 15.9 g (60 mmol) of mCPBA (64% peracid). The resulting solution was stirred cold for 10 min, then was allowed to stirred ambient temperature for 5 hours. To the mixture was added 10% solution of sodium sulfite and ethyl acetate. The extract was washed several times with saturated Na2CO3, dried (MgSO4), and concentrated in vacuo to give 10.2 g (98%) of the desired product as a colorless oil: 1H... Procedure: Using 7-(2-chloro-4-methylphenylamino)-6-[4-(4-fluorophenyl)piperidine-1-carbonyl]pyrazolo[1,5-a]pyrimidine-3-sulfonamide (0.050 g, 0.092 mmol) obtained in step 5 as a starting material and propionic acid (0.034 mL, 0.460 mmol) instead of cyclopropanecarboxylic acid, and in the same manner as in Example 1 step 6, the title compound (0.052 g, 93%) was obtained. As a reaction SMILES: [Cl:1][C:2]1[CH:7]=[C:6]([CH3:8])[CH:5]=[CH:4][C:3]=1[NH:9][C:10]1[N:15]2[N:16]=[CH:17][C:18]([S:19]([NH2:22])(=[O:21])=[O:20])=[C:14]2[N:13]=[CH:12][C:11]=1[C:23]([N:25]1[CH2:30][CH2:29][CH:28]([C:31]2[CH:36]=[CH:35][C:34]([F:37])=[CH:33][CH:32]=2)[CH2:27][CH2:26]1)=[O:24].[C:38](O)(=[O:41])[CH2:39][CH3:40]>>[Cl:1][C:2]1[CH:7]=[C:6]([CH3:8])[CH:5]=[CH:4][C:3]=1[NH:9][C:10]1[N:15]2[N:16]=[CH:17][C:18]([S:19]([NH:22][C:38](=[O:41])[CH2:39][CH3:40])(=[O:21])=[O:20])=[C:14]2[N:13]=[CH:12][C:11]=1[C:23]([N:25]1[CH2:26][CH2:27][CH:28]([C:31]2[CH:32]=[CH:33][C:34]([F:37])=[CH:35][CH:36]=2)[CH2:29][CH2:30]1)=[O:24]. Product: ClC1=C(C=CC(=C1)C)NC1=C(C=NC=2N1N=CC2S(=O)(=O)NC(CC)=O)C(=O)N2CCC(CC2)C2=CC=C(C=C2)F (N-{7-(2-chloro-4-methylphenylamino)-6-[4-(4-fluorophenyl)piperidine-1-carbonyl]pyrazolo[1,5-a]pyrimidin-3-ylsulfonyl}propionamide). The reactants are ClC1=C(C=CC(=C1)C)NC1=C(C=NC=2N1N=CC2S(=O)(=O)N)C(=O)N2CCC(CC2)C2=CC=C(C=C2)F (7-(2-chloro-4-methylphenylamino)-6-[4-(4-fluorophenyl)piperidine-1-carbonyl]pyrazolo[1,5-a]pyrimidine-3-sulfonamide), C(CC)(=O)O (propionic acid). Yield: 94.3%. Starting materials: 27.13, C(OCC)(=O)Cl (ethyl carbonochloridate), O1CCCC1 (tetrahydrofuran), CC1CN(CCN1)CC1=CC=CC=C1 (3-methyl-1-(phenylmethyl)piperazine), O1CCCC1 (tetrahydrofuran), [OH-].[Na+] (sodium hydroxide). The solvent is O (water). Reaction conditions: time 4 hour. Product: 55, CC1N(CCN(C1)CC1=CC=CC=C1)C(=O)OCC (ethyl 2-methyl-4-(phenylmethyl)-1-piperazinecarboxylate). Yield: 87.8%. As a reaction SMILES: [OH-].[Na+].[CH3:3][CH:4]1[NH:9][CH2:8][CH2:7][N:6]([CH2:10][C:11]2[CH:16]=[CH:15][CH:14]=[CH:13][CH:12]=2)[CH2:5]1.O1CCCC1.[C:22](Cl)(=[O:26])[O:23][CH2:24][CH3:25]>O>[CH3:3][CH:4]1[CH2:5][N:6]([CH2:10][C:11]2[CH:16]=[CH:15][CH:14]=[CH:13][CH:12]=2)[CH2:7][CH2:8][N:9]1[C:22]([O:23][CH2:24][CH3:25])=[O:26] |f:0.1|. Procedure: 580 Parts of a sodium hydroxide solution 1 N in water were cooled in an ice bath and then there were added 44 parts of 3-methyl-1-(phenylmethyl)piperazine and 82.8 parts of tetrahydrofuran. A solution of 27.13 parts of ethyl carbonochloridate in 103.5 parts of tetrahydrofuran was added dropwise at a temperature at about 5° C. Upon completion, stirring was continued for 4 hours in an ice bath. The product was extracted with dichlormethane. The extract was washed with water, dried, filtered and ev...